From a dataset of the Open Reaction Database (ORD), a public repository of structured organic reaction records. describe an organic reaction: reactants, conditions, products, and yield The reactants are [Mg] (magnesium), BrC1=C(C=CC=C1)OC (bromanisole), ClC=1C=C2C(C(NC2=CC1)=O)=O (5-chlorisatin), II (iodine), [NH4+].[Cl-] (NH4Cl). Solvent: CCOCC (ether), CCOCC (ether), O (water). Run at temperature 20 celsius, time 30 minute. The product is ClC=1C=C2C(C(NC2=CC1)=O)(C1=C(C=CC=C1)OC)O (5-chloro-3-hydroxy-3-(2-methoxyphenyl)-indole-2-one). Reaction SMILES: [Mg].II.Br[C:5]1[CH:10]=[CH:9][CH:8]=[CH:7][C:6]=1[O:11][CH3:12].[Cl:13][C:14]1[CH:15]=[C:16]2[C:20](=[CH:21][CH:22]=1)[NH:19][C:18](=[O:23])[C:17]2=[O:24].[NH4+].[Cl-]>CCOCC.O>[Cl:13][C:14]1[CH:15]=[C:16]2[C:20](=[CH:21][CH:22]=1)[NH:19][C:18](=[O:23])[C:17]2([OH:24])[C:5]1[CH:10]=[CH:9][CH:8]=[CH:7][C:6]=1[O:11][CH3:12] |f:4.5|. Procedure details: 40 g (1.65 mol) magnesium shavings were overlaid with 100 ml ether, and after the addition of a small amount of iodine, they were carefully heated until the reaction kicked off. 203 ml (1.65 mol) bromanisole, dissolved in 450 ml ether, were dropped in to the boiling solution so slowly that the reaction continually proceeded at a low boil. Subsequently, with slight cooling to 20° C., 75 g (0.41 mol) 5-chlorisatin in 750 ml water-free tetrahydrofurane were added in by drops. After this, everything...